From a dataset of the Open Reaction Database (ORD), a public repository of structured organic reaction records. describe an organic reaction: reactants, conditions, products, and yield Reactants: C(C)(OCC)(OCC)OCC (triethyl orthoacetate), CC1(CC(CC(C1)(C)C)=CCO)C (2-(3,3,5,5-Tetramethylcyclohexylidene)ethanol), C(CC)(=O)O (propionic acid). Conditions: temperature 145 celsius. Yields the product CC1(CC(CC(C1)(C)C)(C=C)CC(=O)OCC)C (Ethyl 2-(3,3,5,5-tetramethyl-1-vinylcyclohexyl)acetate). Isolated yield 72.4%. As a reaction SMILES: [C:1]([O:9]CC)([O:6][CH2:7][CH3:8])(OCC)[CH3:2].[CH3:12][C:13]1([CH3:24])[CH2:18][C:17]([CH3:20])([CH3:19])[CH2:16][C:15](=[CH:21][CH2:22]O)[CH2:14]1.C(O)(=O)CC>>[CH3:19][C:17]1([CH3:20])[CH2:18][C:13]([CH3:24])([CH3:12])[CH2:14][C:15]([CH2:2][C:1]([O:6][CH2:7][CH3:8])=[O:9])([CH:21]=[CH2:22])[CH2:16]1. Procedure: A mixture of triethyl orthoacetate (18.6 ml, 102 mmol), 2-(3,3,5,5-tetramethyl-cyclohexylidene)ethanol (3) (4.63 g, 25.4 mmol) and propionic acid (0.19 ml, 2.5 mmol) was heated at 145° C. for 10 h. Ethanol was distilled off from the mixture in the course of reaction. The reaction mixture was cooled and poured into water (100 ml). The aqueous phase was extracted with hexane (250 ml) and the combined organic phases were washed with 5% aqueous KHSO4 (50 ml) and brine (50 ml). The extract was dried ... The reactants are CCOC(=O)C(=NOCCBr)C(C)=O, O=C([O-])O, CCOC(C)=O, [Na+], O, OCCO, Cc1ccc(S(=O)(=O)O)cc1, c1ccccc1. The product is CCOC(=O)C(=NOCCBr)C1(C)OCCO1. RXN SMILES: [Br:1][CH2:2][CH2:3][O:4][N:5]=[C:6]([C:7](=[O:8])[O:9][CH2:10][CH3:11])[C:12]([CH3:13])=[O:14].[C:31](=[O:32])([OH:33])[O-:34].[CH3:36][CH2:37][O:38][C:39](=[O:40])[CH3:41].[Na+:35].[OH2:19].[OH:15][CH2:16][CH2:17][OH:18].[c:20]1([CH3:21])[cH:22][cH:23][c:24]([S:25]([OH:26])(=[O:27])=[O:28])[cH:29][cH:30]1.[cH:42]1[cH:43][cH:44][cH:45][cH:46][cH:47]1>>[Br:1][CH2:2][CH2:3][O:4][N:5]=[C:6]([C:7](=[O:8])[O:9][CH2:10][CH3:11])[C:12]1([CH3:13])[O:14][CH2:17][CH2:16][O:15]1. The reactants are FCCCBr, O=C([O-])[O-], CN(C)C=O, ClC(Cl)Cl, [K+], [K+], O, COc1ccc2nc(-c3ccc(O)c(I)c3)cn2c1. Product: COc1ccc2nc(-c3ccc(OCCCF)c(I)c3)cn2c1. RXN SMILES: [Br:26][CH2:27][CH2:28][CH2:29][F:30].[C:20](=[O:21])([O-:22])[O-:23].[CH3:32][N:33]([CH3:34])[CH:35]=[O:36].[CH:37]([Cl:38])([Cl:39])[Cl:40].[K+:24].[K+:25].[OH2:31].[OH:1][c:2]1[c:3]([I:19])[cH:4][c:5](-[c:8]2[n:9][c:10]3[n:11]([cH:12][c:13]([O:16][CH3:17])[cH:14][cH:15]3)[cH:18]2)[cH:6][cH:7]1>>[O:1]([c:2]1[c:3]([I:19])[cH:4][c:5](-[c:8]2[n:9][c:10]3[n:11]([cH:12][c:13]([O:16][CH3:17])[cH:14][cH:15]3)[cH:18]2)[cH:6][cH:7]1)[CH2:27][CH2:28][CH2:29][F:30]. Reactants: Cl (HCl), C(C)(C)C1CCC(CC1)=O (4-isopropylcyclohexanone), C(C1=CC=CC=C1)N (benzylamine), [BH4-].[Na+] (NaBH4). Run in O1CCOCC1 (dioxane), CCOCC (Et2O), O (Water), CO (MeOH). Run at time 6 hour. Yields the product Cl.C(C1=CC=CC=C1)N[C@@H]1CC[C@@H](CC1)C(C)C (cis-Benzyl(4-isopropylcyclohexyl)amine hydrochloride). Reaction SMILES: [CH:1]([CH:4]1[CH2:9][CH2:8][C:7](=O)[CH2:6][CH2:5]1)([CH3:3])[CH3:2].[CH2:11]([NH2:18])[C:12]1[CH:17]=[CH:16][CH:15]=[CH:14][CH:13]=1.[BH4-].[Na+].[ClH:21]>CO.O1CCOCC1.CCOCC.O>[ClH:21].[CH2:11]([NH:18][C@H:7]1[CH2:8][CH2:9][C@@H:4]([CH:1]([CH3:3])[CH3:2])[CH2:5][CH2:6]1)[C:12]1[CH:17]=[CH:16][CH:15]=[CH:14][CH:13]=1 |f:2.3,9.10|. Reported procedure: To a solution of 4-isopropylcyclohexanone (5.0 g, 36 mmol) and benzylamine (3.54 mL, 32 mmol) in MeOH (40 mL) was added 4 Å molecular sieves (2 g). After 16 h at rt NaBH4 (2.45 g, 65 mmol) was added and the mixture stirred for a further 6 h. Water (3 mL) was added and the solvent was removed in vacuo. The residue was partitioned between NaHCO3 (150 mL) and EtOAc (150 mL), the aqueous layer was extracted with EtOAc (2×50 mL) and the combined organic phases were washed with brine (2×50 mL) and dri... The reactants are FC=1C=C(C=CC1)C1OC2=CC=C(C=C2CC1)O (2-(3-fluorophenyl)chroman-6-ol), ClC1=C(C=CC(=C1)Cl)C1OC2=CC=C(C=C2C(C1)O)O (2-(2,4-dichlorophenyl)chroman-4,6-diol). Product: ClC1=C(C=CC(=C1)Cl)C1OC2=CC=C(C=C2CC1)O (2-(2,4-Dichlorophenyl)chroman-6-ol). As a reaction SMILES: FC1C=C(C2CCC3C(=CC=C(O)C=3)O2)C=CC=1.[Cl:19][C:20]1[CH:25]=[C:24]([Cl:26])[CH:23]=[CH:22][C:21]=1[CH:27]1[CH2:36][CH:35](O)[C:34]2[C:29](=[CH:30][CH:31]=[C:32]([OH:38])[CH:33]=2)[O:28]1>>[Cl:19][C:20]1[CH:25]=[C:24]([Cl:26])[CH:23]=[CH:22][C:21]=1[CH:27]1[CH2:36][CH2:35][C:34]2[C:29](=[CH:30][CH:31]=[C:32]([OH:38])[CH:33]=2)[O:28]1. Procedure: 2-(2,4-Dichlorophenyl)chroman-6-ol was prepared as described for 2-(3-fluorophenyl)chroman-6-ol in Example 9(c) starting from 625 mg of 2-(2,4-dichlorophenyl)chroman-4,6-diol. 1H NMR (400 MHz, d6-DMSO) δ: 8.85 (s, 1H), 7.65 (d, 1H, J 2.2 Hz), 7.57 (d, 1H, J 8.4 Hz), 7.49 (dd, 1H, J 8.4, 2.2 Hz), 6.67-6.51 (m, 3H), 5.21 (dd, 1H, J 10.3, 2.1 Hz), 2.91 (m, 1H), 2.69 (m, 1H), 2.16 (m, 1H), 1.85 (m, 1H). Reactants: ClC1=NC=C(C2=C(C=CC=C12)[N+](=O)[O-])C=C (1-Chloro-5-nitro-4-vinylisoquinoline), stannous chloride dihydrate, [OH-].[Na+] (sodium hydroxide). Run in C(C)(=O)OCC (ethyl acetate). Conditions: time 2 hour. The product is NC1=C2C(=CN=C(C2=CC=C1)Cl)C=C (5-Amino-1-chloro-4-vinylisoquinoline). Yield: 76.4%. As a reaction SMILES: [Cl:1][C:2]1[C:11]2[C:6](=[C:7]([N+:12]([O-])=O)[CH:8]=[CH:9][CH:10]=2)[C:5]([CH:15]=[CH2:16])=[CH:4][N:3]=1.[OH-].[Na+]>C(OCC)(=O)C>[NH2:12][C:7]1[CH:8]=[CH:9][CH:10]=[C:11]2[C:6]=1[C:5]([CH:15]=[CH2:16])=[CH:4][N:3]=[C:2]2[Cl:1] |f:1.2|. Reported procedure: The 1-chloro-5-nitro-4-vinylisoquinoline (15 g) obtained in Step C mentioned above was dissolved in ethyl acetate (700 ml), added with stannous chloride dihydrate (72 g), and stirred for two hours. The reaction mixture was poured on ice, and then added with 5 N aqueous sodium hydroxide. The organic layer was separated, and dried over anhydrous sodium sulfate. The solvent was evaporated under reduced pressure, and then the residue was purified by silica gel column chromatography (n-hexane:ethyl a...